From a dataset of the Open Reaction Database (ORD), a public repository of structured organic reaction records. describe an organic reaction: reactants, conditions, products, and yield Starting materials: BrC1=CC=C2C=C(C(=C(C2=C1)OS(=O)(=O)C(F)(F)F)C(C(=O)OCC)=O)C (ethyl 2-(7-bromo-3-methyl-1-(trifluoromethylsulfonyloxy)naphthalen-2-yl)-2-oxoacetate), O1CCCC2=CC(=CC=C12)B(O)O (chroman-6-ylboronic acid), CC(C)(C#C)N (2-methylbut-3-yn-2-amine). The product is NC(C#CC1=CC=C2C=C(C(=C(C2=C1)C=1C=C2CCCOC2=CC1)C(C(=O)O)OC(C)(C)C)C)(C)C (2-(7-(3-amino-3-methylbut-1-ynyl)-1-(chroman-6-yl)-3-methylnaphthalen-2-yl)-2-tert-butoxyacetic acid). RXN SMILES: Br[C:2]1[CH:11]=[C:10]2[C:5]([CH:6]=[C:7]([CH3:27])[C:8]([C:20](=[O:26])[C:21]([O:23]CC)=[O:22])=[C:9]2OS(C(F)(F)F)(=O)=O)=[CH:4][CH:3]=1.[O:28]1[C:37]2[C:32](=[CH:33][C:34](B(O)O)=[CH:35][CH:36]=2)[CH2:31][CH2:30][CH2:29]1.[CH3:41][C:42]([NH2:46])([C:44]#[CH:45])[CH3:43]>>[NH2:46][C:42]([CH3:43])([CH3:41])[C:44]#[C:45][C:2]1[CH:11]=[C:10]2[C:5]([CH:6]=[C:7]([CH3:27])[C:8]([CH:20]([O:26][C:5]([CH3:10])([CH3:6])[CH3:4])[C:21]([OH:23])=[O:22])=[C:9]2[C:34]2[CH:33]=[C:32]3[C:37](=[CH:36][CH:35]=2)[O:28][CH2:29][CH2:30][CH2:31]3)=[CH:4][CH:3]=1. Reported procedure: 2-(7-(3-Amino-3-methylbut-1-ynyl)-1-(chroman-6-yl)-3-methylnaphthalen-2-yl)-2-tert-butoxyacetic acid (87) was prepared by the method of Example 67 from ethyl 2-(7-bromo-3-methyl-1-(trifluoromethylsulfonyloxy)naphthalen-2-yl)-2-oxoacetate using chroman-6-ylboronic acid. The remainder of the sequence follows the method of Example 67 using 2-methylbut-3-yn-2-amine in Step 7. 1H-NMR: 400 MHz, (CD3OD) δ: 7.77 (d, J=8 Hz, 1H), 7.66 (s, 1H), 7.48 (s, 1H), 7.45 (m, 1H), 7.23 (m, 1H), 6.90 (m, 2H), 5.31 ... The reactants are CO, Cl, [K+], CCOC(=O)c1ccc(C(N)=O)c(NC2CCCC2)c1, [OH-], O. The product is NC(=O)c1ccc(C(=O)O)cc1NC1CCCC1. As a reaction SMILES: [CH3:24][OH:25].[ClH:23].[K+:22].[NH2:1][C:2](=[O:3])[c:4]1[c:5]([NH:15][CH:16]2[CH2:17][CH2:18][CH2:19][CH2:20]2)[cH:6][c:7]([C:8](=[O:9])[O:10][CH2:11][CH3:12])[cH:13][cH:14]1.[OH-:21].[OH2:26]>>[NH2:1][C:2](=[O:3])[c:4]1[c:5]([NH:15][CH:16]2[CH2:17][CH2:18][CH2:19][CH2:20]2)[cH:6][c:7]([C:8](=[O:9])[OH:10])[cH:13][cH:14]1. The reactants are CNCCc1ccc(OC)c(OC)c1, CC(C)N(CCCl)S(=O)(=O)c1ccc(Cl)c(Cl)c1, Cc1ccccc1C. Product: COc1ccc(CCN(C)CCN(C(C)C)S(=O)(=O)c2ccc(Cl)c(Cl)c2)cc1OC. Reaction SMILES: [CH3:19][NH:20][CH2:21][CH2:22][c:23]1[cH:24][c:25]([O:26][CH3:27])[c:28]([O:29][CH3:30])[cH:31][cH:32]1.[Cl:1][CH2:2][CH2:3][N:4]([S:5](=[O:6])(=[O:7])[c:8]1[cH:9][c:10]([Cl:15])[c:11]([Cl:14])[cH:12][cH:13]1)[CH:16]([CH3:17])[CH3:18].[c:33]1([CH3:34])[c:35]([CH3:36])[cH:37][cH:38][cH:39][cH:40]1>>[CH2:2]([CH2:3][N:4]([S:5](=[O:6])(=[O:7])[c:8]1[cH:9][c:10]([Cl:15])[c:11]([Cl:14])[cH:12][cH:13]1)[CH:16]([CH3:17])[CH3:18])[N:20]([CH3:19])[CH2:21][CH2:22][c:23]1[cH:24][c:25]([O:26][CH3:27])[c:28]([O:29][CH3:30])[cH:31][cH:32]1. Starting materials: CN1CC2=C(NC=3C=CC(=CC23)C)CC1 (2,3,4,5-tetrahydro-2,8-dimethyl-1H-pyrido[4,3-b]indole), CN1C(C=CC(=C1)C=C)=O (1-methyl-5-vinylpyridin-2(1H)-one), [OH-].[K+] (KOH). The solvent is CN1CCCC1=O (NMP). The product is CN1CC2=C(N(C=3C=CC(=CC23)C)CCC=2C=CC(N(C2)C)=O)CC1 (5-(2-(1,2,3,4-tetrahydro-2,8-dimethylpyrido[4,3-b]indol-5-yl)ethyl)-1-methylpyridin-2(1H)-one). Reaction SMILES: [CH3:1][N:2]1[CH2:15][CH2:14][C:5]2[NH:6][C:7]3[CH:8]=[CH:9][C:10]([CH3:13])=[CH:11][C:12]=3[C:4]=2[CH2:3]1.[CH3:16][N:17]1[CH:22]=[C:21]([CH:23]=[CH2:24])[CH:20]=[CH:19][C:18]1=[O:25].[OH-].[K+]>CN1C(=O)CCC1>[CH3:1][N:2]1[CH2:15][CH2:14][C:5]2[N:6]([CH2:24][CH2:23][C:21]3[CH:20]=[CH:19][C:18](=[O:25])[N:17]([CH3:16])[CH:22]=3)[C:7]3[CH:8]=[CH:9][C:10]([CH3:13])=[CH:11][C:12]=3[C:4]=2[CH2:3]1 |f:2.3|. Procedure details: The title compound is prepared from a mixture of 2,3,4,5-tetrahydro-2,8-dimethyl-1H-pyrido[4,3-b]indole, 1-methyl-5-vinylpyridin-2(1H)-one and KOH (5-7 equiv) in NMP at a temperature ranging between 25 deg C. to 100 deg C. The product obtained is isolated by preparative HPLC. Reactants: CS(=O)(=O)Nc1ccc(C(=O)CBr)cc1, c1ccc(CNCc2ccccc2)cc1, CC(C)=O. Yields the product CS(=O)(=O)Nc1ccc(C(=O)CN(Cc2ccccc2)Cc2ccccc2)cc1. Reaction SMILES: [Br:1][CH2:2][C:3](=[O:4])[c:5]1[cH:6][cH:7][c:8]([NH:9][S:10](=[O:11])(=[O:12])[CH3:13])[cH:14][cH:15]1.[CH2:16]([c:17]1[cH:18][cH:19][cH:20][cH:21][cH:22]1)[NH:23][CH2:24][c:25]1[cH:26][cH:27][cH:28][cH:29][cH:30]1.[CH3:31][C:32](=[O:33])[CH3:34]>>[CH2:2]([C:3](=[O:4])[c:5]1[cH:6][cH:7][c:8]([NH:9][S:10](=[O:11])(=[O:12])[CH3:13])[cH:14][cH:15]1)[N:23]([CH2:16][c:17]1[cH:18][cH:19][cH:20][cH:21][cH:22]1)[CH2:24][c:25]1[cH:26][cH:27][cH:28][cH:29][cH:30]1.